From a dataset of the Open Reaction Database (ORD), a public repository of structured organic reaction records. describe an organic reaction: reactants, conditions, products, and yield Reactants: NC=1C=CC(=C2C=CN3C(C12)=NC=C(C3=O)C(=O)OCC)Br (ethyl 11-amino-8-bromo-4-oxo-4H-pyrimido[2,1-a]isoquinoline-3-carboxylate). Run in O (water), C(C)(=O)O (acetic acid), Cl (hydrochloric acid), C(C)(=O)O (acetic acid). Reaction conditions: temperature 80 celsius. Product: NC=1C=CC(=C2C=CN3C(C12)=NC=C(C3=O)C(=O)O)Br (11-amino-8-bromo-4-oxo-4H-pyrimido[2,1-a]isoquinoline-3-carboxylic acid). Isolated yield 39.0%. RXN SMILES: [NH2:1][C:2]1[CH:3]=[CH:4][C:5]([Br:22])=[C:6]2[C:11]=1[C:10]1=[N:12][CH:13]=[C:14]([C:17]([O:19]CC)=[O:18])[C:15](=[O:16])[N:9]1[CH:8]=[CH:7]2>C(O)(=O)C.Cl.O>[NH2:1][C:2]1[CH:3]=[CH:4][C:5]([Br:22])=[C:6]2[C:11]=1[C:10]1=[N:12][CH:13]=[C:14]([C:17]([OH:19])=[O:18])[C:15](=[O:16])[N:9]1[CH:8]=[CH:7]2. Procedure details: A suspension of ethyl 11-amino-8-bromo-4-oxo-4H-pyrimido[2,1-a]isoquinoline-3-carboxylate (500 mg), in a mixture of acetic acid (25 ml) and 36% hydrochloric acid (5 ml) was heated at 80° C. for 3 hours. The mixture was cooled and diluted with water. The precipitated solid obtained was collected and dissolved into N,N-dimethylformamide (30 ml). The solution was added to an aqueous sodium bicarbonate solution (15 ml). The resulting precipitate was collected, and then dissolved in N,N-dimethylforma...